Dataset: the Open Reaction Database (ORD), a public repository of structured organic reaction records. Task: describe an organic reaction: reactants, conditions, products, and yield The reactants are BrC1=CC(=C(C(=O)Cl)C(=C1)Cl)Cl (4-bromo-2,6-dichlorobenzoyl chloride), CO (Methanol), [Cl-].[Al+3].[Cl-].[Cl-] (Aluminium chloride), N1C=CC=2C1=C(N=CC2)NC(=O)C2CC2 (N-(1H-pyrrolo[2,3-c]pyridin-7-yl)cyclopropanecarboxamide). Solvent: ClCCl (dichloromethane), ClCCl (dichloromethane). Conditions: time 1 hour. Yields the product BrC1=CC(=C(C(=O)C2=CNC3=C(N=CC=C32)NC(=O)C3CC3)C(=C1)Cl)Cl (N-[3-(4-bromo-2,6-dichlorobenzoyl)-1H-pyrrolo[2,3-c]pyridin-7-yl]cyclopropanecarboxamide). Isolated yield 55.2%. Reaction SMILES: [Cl-].[Al+3].[Cl-].[Cl-].[NH:5]1[C:9]2=[C:10]([NH:14][C:15]([CH:17]3[CH2:19][CH2:18]3)=[O:16])[N:11]=[CH:12][CH:13]=[C:8]2[CH:7]=[CH:6]1.[Br:20][C:21]1[CH:29]=[C:28]([Cl:30])[C:24]([C:25](Cl)=[O:26])=[C:23]([Cl:31])[CH:22]=1.CO>ClCCl>[Br:20][C:21]1[CH:22]=[C:23]([Cl:31])[C:24]([C:25]([C:7]2[C:8]3[C:9](=[C:10]([NH:14][C:15]([CH:17]4[CH2:18][CH2:19]4)=[O:16])[N:11]=[CH:12][CH:13]=3)[NH:5][CH:6]=2)=[O:26])=[C:28]([Cl:30])[CH:29]=1 |f:0.1.2.3|. Procedure details: Aluminium chloride (4.3 g, 32.2 mmol) was added to a solution of N-(1H-pyrrolo[2,3-c]pyridin-7-yl)cyclopropanecarboxamide (0.65 g, 3.2 mmol) in dichloromethane (100 mL) under Argon atmosphere. The mixture was stirred at room temperature under inert atmosphere for about 1 hour, followed by drop wise addition of 4-bromo-2,6-dichlorobenzoyl chloride (4.6 g, 15.9 mmol) in dichloromethane (20 mL). After complete addition the reaction mixture was stirred at room temperature for about 16 hours. Methano... Reactants: NC1=C2N=CN(C2=NC=N1)[C@H]1[C@H](O)[C@@H]([C@H](O1)C(=O)OCC)N (ethyl 1-(6-amino-9H-purin-9-yl)-1,3-dideoxy-3-amino-β-D-ribofuranuronate), C(C)(C)(C)OC(=O)NC(CC1=C(C=CC=C1)Cl)C(=O)O (N-tert-butoxycarbonyl-β-(2-chlorophenyl)-D,L-alanine). Product: NC1=C2N=CN(C2=NC=N1)[C@H]1[C@H](O)[C@@H]([C@H](O1)C(=O)OCC)NC(C(NC(=O)OC(C)(C)C)CC1=C(C=CC=C1)Cl)=O (Ethyl 1-(6amino-9H-purin-9-yl)-1,3-dideoxy-3-[N-tert-butoxycarbonyl-β-(2-chlorophenyl)-D,L-alanylamino]-β-D-ribofuranuronate). The yield is 56.9%. Reaction SMILES: [NH2:1][C:2]1[N:10]=[CH:9][N:8]=[C:7]2[C:3]=1[N:4]=[CH:5][N:6]2[C@@H:11]1[O:16][C@H:15]([C:17]([O:19][CH2:20][CH3:21])=[O:18])[C@@H:14]([NH2:22])[C@H:12]1[OH:13].[C:23]([O:27][C:28]([NH:30][CH:31]([C:40](O)=[O:41])[CH2:32][C:33]1[CH:38]=[CH:37][CH:36]=[CH:35][C:34]=1[Cl:39])=[O:29])([CH3:26])([CH3:25])[CH3:24]>>[NH2:1][C:2]1[N:10]=[CH:9][N:8]=[C:7]2[C:3]=1[N:4]=[CH:5][N:6]2[C@@H:11]1[O:16][C@H:15]([C:17]([O:19][CH2:20][CH3:21])=[O:18])[C@@H:14]([NH:22][C:40](=[O:41])[CH:31]([CH2:32][C:33]2[CH:38]=[CH:37][CH:36]=[CH:35][C:34]=2[Cl:39])[NH:30][C:28]([O:27][C:23]([CH3:26])([CH3:24])[CH3:25])=[O:29])[C@H:12]1[OH:13]. Procedure: Ethyl 1-(6amino-9H-purin-9-yl)-1,3-dideoxy-3-[N-tert-butoxycarbonyl-β-(2-chlorophenyl)-D,L-alanylamino]-β-D-ribofuranuronate (320 mg) was prepared by reacting ethyl 1-(6-amino-9H-purin-9-yl)-1,3-dideoxy-3-amino-β-D-ribofuranuronate 294 mg) prepared in Example 63 with N-tert-butoxycarbonyl-β-(2-chlorophenyl)-D,L-alanine (300 mg) according to a similar manner to that of Example 64, mp. 120°-130° C. Starting materials: ClCCl, O=C(O)C(F)(F)F, CC(C)(C)OC(=O)CC(CSc1ccccc1)Cc1nc(CCCCNc2ccccn2)no1. Yields the product O=C(O)C(F)(F)F, O=C(O)CC(CSc1ccccc1)Cc1nc(CCCCNc2ccccn2)no1. As a reaction SMILES: [Cl:42][CH2:43][Cl:44].[F:35][C:36]([C:37](=[O:38])[OH:39])([F:40])[F:41].[c:1]1([S:7][CH2:8][CH:9]([CH2:10][C:11](=[O:12])[O:13][C:14]([CH3:15])([CH3:16])[CH3:17])[CH2:18][c:19]2[n:20][c:21]([CH2:24][CH2:25][CH2:26][CH2:27][NH:28][c:29]3[n:30][cH:31][cH:32][cH:33][cH:34]3)[n:22][o:23]2)[cH:2][cH:3][cH:4][cH:5][cH:6]1>>[F:35][C:36]([C:37](=[O:38])[OH:39])([F:40])[F:41].[c:1]1([S:7][CH2:8][CH:9]([CH2:10][C:11](=[O:12])[OH:13])[CH2:18][c:19]2[n:20][c:21]([CH2:24][CH2:25][CH2:26][CH2:27][NH:28][c:29]3[n:30][cH:31][cH:32][cH:33][cH:34]3)[n:22][o:23]2)[cH:2][cH:3][cH:4][cH:5][cH:6]1. The reactants are P(=O)(Cl)(Cl)Cl (phosphorus oxychloride), [OH-].[Na+] (NaOH), BrC1=C(C=C(C=C1OC)[C@@H]1CN(CC[C@H]1CC(=O)OC)C)OC (methyl trans-[3-(4-bromo-3,5-dimethoxy-phenyl)-1-methyl-piperidin-4-yl]-acetate), C([O-])([O-])=O.[K+].[K+] (potassium carbonate), [OH-].[Na+] (NaOH). The solvent is O (water), C(C)O (ethanol). Reaction conditions: time 30 minute. Yields the product BrC=1C(=CC2=C(C(C[C@H]3CCN(C[C@H]23)C)=O)C1OC)OC (trans-8-bromo-7,9-dimethoxy-2-methyl-1,3,4,4a,5,10b-hexahydro-2H-benzo[h]isoquinolin-6-one). The yield is 58.1%. As a reaction SMILES: [OH-].[Na+].[Br:3][C:4]1[C:9]([O:10][CH3:11])=[CH:8][C:7]([C@H:12]2[C@H:17]([CH2:18][C:19]([O:21]C)=O)[CH2:16][CH2:15][N:14]([CH3:23])[CH2:13]2)=[CH:6][C:5]=1[O:24][CH3:25].C(=O)([O-])[O-].[K+].[K+].P(Cl)(Cl)(Cl)=O>C(O)C.O>[Br:3][C:4]1[C:5]([O:24][CH3:25])=[CH:6][C:7]2[C@@H:12]3[C@H:17]([CH2:16][CH2:15][N:14]([CH3:23])[CH2:13]3)[CH2:18][C:19](=[O:21])[C:8]=2[C:9]=1[O:10][CH3:11] |f:0.1,3.4.5|. Procedure: 2 ml of 1N NaOH solution were added to a solution of 0.726 g (1.87 mmol) of methyl trans-[3-(4-bromo-3,5-dimethoxy-phenyl)-1-methyl-piperidin-4-yl]-acetate in 3 ml of ethanol and the mixture was stirred at 50° for 30 minutes. The solution was evaporated and the residue was dried in a high vacuum. The thus-obtained sodium salt was suspended in 5 ml of acetonitrile. After the addition of 278 mg (2 mmol) of potassium carbonate the suspension was treated at 0° with 0.913 ml (10 mmol) of phosphorus o... Starting materials: [BH4-], C1CCOC1, Nc1c(C(=O)O)cccc1[N+](=O)[O-], [Na+], O, O=S(Cl)Cl, c1ccccc1. Product: Nc1c(CO)cccc1[N+](=O)[O-]. Reaction SMILES: [BH4-:18].[CH2:27]1[O:28][CH2:29][CH2:30][CH2:31]1.[NH2:1][c:2]1[c:3]([C:4](=[O:5])[OH:6])[cH:7][cH:8][cH:9][c:10]1[N+:11](=[O:12])[O-:13].[Na+:19].[OH2:20].[S:14]([Cl:15])([Cl:16])=[O:17].[cH:21]1[cH:22][cH:23][cH:24][cH:25][cH:26]1>>[NH2:1][c:2]1[c:3]([CH2:4][OH:5])[cH:7][cH:8][cH:9][c:10]1[N+:11](=[O:12])[O-:13]. Starting materials: O=C(O)C(=O)N1CCC(Cc2ccccc2)CC1, Nc1ccc2c(c1)CC(=O)N2, O. The product is O=C1Cc2cc(NC(=O)C(=O)N3CCC(Cc4ccccc4)CC3)ccc2N1. As a reaction SMILES: [CH2:1]([c:2]1[cH:3][cH:4][cH:5][cH:6][cH:7]1)[CH:8]1[CH2:9][CH2:10][N:11]([C:14]([C:15](=[O:16])[OH:17])=[O:18])[CH2:12][CH2:13]1.[NH2:19][c:20]1[cH:21][c:22]2[c:26]([cH:27][cH:28]1)[NH:25][C:24](=[O:29])[CH2:23]2.[OH2:30]>>[CH2:1]([c:2]1[cH:3][cH:4][cH:5][cH:6][cH:7]1)[CH:8]1[CH2:9][CH2:10][N:11]([C:14]([C:15](=[O:17])[NH:19][c:20]2[cH:21][c:22]3[c:26]([cH:27][cH:28]2)[NH:25][C:24](=[O:29])[CH2:23]3)=[O:18])[CH2:12][CH2:13]1. The reactants are COC(CC1CCc2ccc(Cl)cc2C1=NN(C)C)OC, CC(=O)[O-], CC(=O)O, [Na+], C1CCOC1, O. Yields the product COC(CC1CCc2ccc(Cl)cc2C1=O)OC. As a reaction SMILES: [CH3:1][O:2][CH:3]([CH2:4][CH:5]1[C:6](=[N:16][N:17]([CH3:18])[CH3:19])[c:7]2[cH:8][c:9]([Cl:15])[cH:10][cH:11][c:12]2[CH2:13][CH2:14]1)[O:20][CH3:21].[CH3:23][C:24]([O-:25])=[O:26].[CH3:27][C:28](=[O:29])[OH:30].[Na+:22].[O:31]1[CH2:32][CH2:33][CH2:34][CH2:35]1.[OH2:36]>>[CH3:1][O:2][CH:3]([CH2:4][CH:5]1[C:6](=[O:25])[c:7]2[cH:8][c:9]([Cl:15])[cH:10][cH:11][c:12]2[CH2:13][CH2:14]1)[O:20][CH3:21]. Reactants: CC1CNCCN1c1ccc2[nH]c(-c3n[nH]c4cc(Cl)ccc34)nc2c1, CO, CC(=O)O. Product: CC1CN(C)CCN1c1ccc2[nH]c(-c3n[nH]c4cc(Cl)ccc34)nc2c1. As a reaction SMILES: [CH3:1][CH:2]1[N:3]([c:8]2[cH:9][cH:10][c:11]3[c:12]([n:13][c:14](-[c:16]4[n:17][nH:18][c:19]5[cH:20][c:21]([Cl:25])[cH:22][cH:23][c:24]45)[nH:15]3)[cH:26]2)[CH2:4][CH2:5][NH:6][CH2:7]1.[CH3:27][OH:28].[CH3:29][C:30](=[O:31])[OH:32]>>[CH3:1][CH:2]1[N:3]([c:8]2[cH:9][cH:10][c:11]3[c:12]([n:13][c:14](-[c:16]4[n:17][nH:18][c:19]5[cH:20][c:21]([Cl:25])[cH:22][cH:23][c:24]45)[nH:15]3)[cH:26]2)[CH2:4][CH2:5][N:6]([CH3:27])[CH2:7]1.